From a dataset of the Open Reaction Database (ORD), a public repository of structured organic reaction records. describe an organic reaction: reactants, conditions, products, and yield Starting materials: C#CCN1CCOCC1, C1CCOC1, CON(C)C(C)=O, CC(C)[Mg+], [Cl-], [Cl-], [NH4+]. Product: CC(=O)C#CCN1CCOCC1. As a reaction SMILES: [CH2:1]([C:2]#[CH:3])[N:4]1[CH2:5][CH2:6][O:7][CH2:8][CH2:9]1.[CH2:24]1[O:25][CH2:26][CH2:27][CH2:28]1.[CH3:15][O:16][N:17]([C:18]([CH3:19])=[O:20])[CH3:21].[CH:11]([Mg+:12])([CH3:13])[CH3:14].[Cl-:10].[Cl-:22].[NH4+:23]>>[CH2:1]([C:2]#[C:3][C:18]([CH3:19])=[O:20])[N:4]1[CH2:5][CH2:6][O:7][CH2:8][CH2:9]1. Reactants: CN(C)C=O (DMF), NC1=C(C=C(C(=O)OC)C=C1)Cl (methyl 4-amino-3-chlorobenzoate), C(=O)N (formamide), C[O-].[Na+] (sodium methoxide). Run in CC(C)O (2-propanol). Run at time 8 hour. Yields the product NC1=C(C=C(C(=O)N)C=C1)Cl (4-Amino-3-chlorobenzamide). Reaction SMILES: C[N:2]([CH:4]=[O:5])C.[NH2:6][C:7]1[CH:16]=[CH:15][C:10](C(OC)=O)=[CH:9][C:8]=1[Cl:17].C(N)=O.C[O-].[Na+]>CC(O)C>[NH2:6][C:7]1[CH:16]=[CH:15][C:10]([C:4]([NH2:2])=[O:5])=[CH:9][C:8]=1[Cl:17] |f:3.4|. Procedure details: An anhydrous DMF solution of 1.00 g (5.39 mmol) of methyl 4-amino-3-chlorobenzoate (17-1), 728 mg (16.16 mmol) of formamide and 204 mg (3.77 mmol) of 5.5M sodium methoxide was stirred for 1 hour at 100° C. and then stirred overnight at room temperature. The reaction was poured into 2-propanol (60 mL) and then evaporated off the solvent. The resultant crude oil was purified on a silica column and eluted with DCM:MeOH:NH4OH (95:5:0.5 to 9:1:0.1). Recovered the desired product 17-2. MS (M+1): measu... Starting materials: ClC1=NC=CC=C1C(=O)N(C(C)C)C(C)C (2-chloro 3-diisopropylaminocarbonyl pyridine), C[O-].[Na+] (sodium methylate). The product is C(C)(C)N(C(=O)C=1C(=NC=CC1)OC)C(C)C (3-diisopropylaminocarbonyl 2-methoxy pyridine). The yield is 98.0%. RXN SMILES: Cl[C:2]1[C:7]([C:8]([N:10]([CH:14]([CH3:16])[CH3:15])[CH:11]([CH3:13])[CH3:12])=[O:9])=[CH:6][CH:5]=[CH:4][N:3]=1.[CH3:17][O-:18].[Na+]>>[CH:11]([N:10]([CH:14]([CH3:16])[CH3:15])[C:8]([C:7]1[C:2]([O:18][CH3:17])=[N:3][CH:4]=[CH:5][CH:6]=1)=[O:9])([CH3:13])[CH3:12] |f:1.2|. Procedure: In a similar manner but by refluxing 2-chloro 3-diisopropylaminocarbonyl pyridine and sodium methylate for 45 hours, 3-diisopropylaminocarbonyl 2-methoxy pyridine is obtained. The reactants are ClC1=CC=C(OC2=CC=C(C=C2)C2=C(NC(=CC2=O)C)C)C=C1 (3-(4-(4-chlorophenoxy)phenyl)-2,6-dimethylpyridin-4(1H)-one), ClN1C(CCC1=O)=O (N-chlorosuccinimide). Yields the product ClC1=C(NC(=C(C1=O)C1=CC=C(C=C1)OC1=CC=C(C=C1)Cl)C)C (3-Chloro-5-(4-(4-chlorophenoxy)phenyl)-2,6-dimethylpyridin-4(1H)-one). The solvent is C(C)(=O)O (acetic acid). Yield: 37.3%. RXN SMILES: [Cl:1][C:2]1[CH:23]=[CH:22][C:5]([O:6][C:7]2[CH:12]=[CH:11][C:10]([C:13]3[C:18](=[O:19])[CH:17]=[C:16]([CH3:20])[NH:15][C:14]=3[CH3:21])=[CH:9][CH:8]=2)=[CH:4][CH:3]=1.[Cl:24]N1C(=O)CCC1=O>C(O)(=O)C>[Cl:24][C:17]1[C:18](=[O:19])[C:13]([C:10]2[CH:9]=[CH:8][C:7]([O:6][C:5]3[CH:22]=[CH:23][C:2]([Cl:1])=[CH:3][CH:4]=3)=[CH:12][CH:11]=2)=[C:14]([CH3:21])[NH:15][C:16]=1[CH3:20]. Procedure details: To a stirred solution of 3-(4-(4-chlorophenoxy)phenyl)-2,6-dimethylpyridin-4(1H)-one (0.8 g) in acetic acid (10 ml) was added N-chlorosuccinimide (0.39 g). The mixture was heated at 100° for 30 min, cooled to room temperature and the precipitate filtered and dried in vacuo to afford the title compound (0.33 g), m.p. 340°-343°, NMR δH (d6 -DMSO) 11.3 (1H, br.s), 7.42 (2H, m), 7.2 (2H, m), 6.95-7.12 (4H, m), 2.4 (3H, s), 2.1 (3H, s). The reactants are COC1=C(CN2S(N(C3=C2N=C(N=C3)C3=NN(C2=NC=C(C=C23)F)CC2=C(C=CC=C2)F)C)(=O)=O)C=CC(=C1)OC (3-(2,4-Dimethoxybenzyl)-5-[5-fluoro-1-(2-fluorobenzyl)-1H-pyrazolo[3,4-b]pyridin-3-yl]-1-methyl-1,3-dihydro[1,2,5]thiadiazolo[3,4-d]pyrimidine 2,2-dioxide), C(C)[SiH](CC)CC (triethylsilane). Run in FC(C(=O)O)(F)F (trifluoroacetic acid). The product is FC=1C=C2C(=NC1)N(N=C2C=2N=CC1=C(N2)NS(N1C)(=O)=O)CC1=C(C=CC=C1)F (5-[5-Fluoro-1-(2-fluorobenzyl)-1H-pyrazolo[3,4-b]pyridin-3-yl]-1-methyl-1,3-dihydro[1,2,5]thiadiazolo[3,4-d]pyrimidine 2,2-dioxide). Reaction SMILES: COC1C=C(OC)C=CC=1C[N:6]1[C:10]2[N:11]=[C:12]([C:15]3[C:23]4[C:18](=[N:19][CH:20]=[C:21]([F:24])[CH:22]=4)[N:17]([CH2:25][C:26]4[CH:31]=[CH:30][CH:29]=[CH:28][C:27]=4[F:32])[N:16]=3)[N:13]=[CH:14][C:9]=2[N:8]([CH3:33])[S:7]1(=[O:35])=[O:34].C([SiH](CC)CC)C>FC(F)(F)C(O)=O>[F:24][C:21]1[CH:22]=[C:23]2[C:15]([C:12]3[N:13]=[CH:14][C:9]4[N:8]([CH3:33])[S:7](=[O:34])(=[O:35])[NH:6][C:10]=4[N:11]=3)=[N:16][N:17]([CH2:25][C:26]3[CH:31]=[CH:30][CH:29]=[CH:28][C:27]=3[F:32])[C:18]2=[N:19][CH:20]=1. Procedure: 28 mg (0.050 mmol) of the compound from example 100A were dissolved in 1.5 ml of trifluoroacetic acid and then admixed with 79 μl (0.495 mmol) of triethylsilane, and the mixture was heated to reflux overnight. This was followed by concentration to dryness. After purification by means of preparative HPLC (acetonitrile:water (+0.05% formic acid) gradient), this gave 10.4 mg (48% of theory) of the title compound. The reactants are ClC1=CC=2C(C=C1)=NC1=C3C2C=CC=C3N(C=3C=CC=CC13)C (3-chloro-8-methyl-8H-quino[4,3,2-kl]acridine), ClC1=CC=2C(C=C1)=NC1=C3C2C=CC=C3N(C=3C=CC=CC13)C (3-Chloro-8-methyl-8H-quino[4,3,2-kl]acridine), C(C=C)#N (acrylonitrile). Product: CN1C=2C=CC=CC2C2=C3C(C=CC=C13)=C1C=C(C=CC1=N2)/C=C/C#N ((E)-3-(8-methyl-8H-quino[4,3,2-kl]acridin-3-yl)acrylonitrile). Isolated yield 62.0%. RXN SMILES: Cl[C:2]1[CH:7]=[CH:6][C:5]2=[N:8][C:9]3[C:22]4[CH:21]=[CH:20][CH:19]=[CH:18][C:17]=4[N:16]([CH3:23])[C:15]4[C:10]=3[C:11]([CH:12]=[CH:13][CH:14]=4)=[C:4]2[CH:3]=1.[C:24](#[N:27])[CH:25]=[CH2:26]>>[CH3:23][N:16]1[C:15]2[C:10]3[C:11](=[C:4]4[C:5](=[N:8][C:9]=3[C:22]3[CH:21]=[CH:20][CH:19]=[CH:18][C:17]1=3)[CH:6]=[CH:7][C:2](/[CH:26]=[CH:25]/[C:24]#[N:27])=[CH:3]4)[CH:12]=[CH:13][CH:14]=2. Procedure details: The general procedure (Method M) applied to 3-chloro-8-methyl-8H-quino[4,3,2-kl]acridine, 28 (300 mg, 0.94 mol) and acrylonitrile (0.144 mL, 2 eq) gave the title compound (193 mg, 0.58 mmol, 62%). The reactants are [Na] (Sodium), C(C)(=O)NC(C(=O)OCC)C(=O)OCC (diethyl acetamidomalonate), C(\C=C\CC)=O (trans-2-pentenal). The solvent is CCO (EtOH). Conditions: temperature 0 celsius, time 4 hour. The product is C(C)(=O)N1C(C(CC1O)CC)(C(=O)OCC)C(=O)OCC (Diethyl 1-acetyl-5-hydroxy-3-ethylpyrrolidine-2,2-dicarboxylate). Reaction SMILES: [Na].[C:2]([NH:5][CH:6]([C:12]([O:14][CH2:15][CH3:16])=[O:13])[C:7]([O:9][CH2:10][CH3:11])=[O:8])(=[O:4])[CH3:3].[CH:17](=[O:22])/[CH:18]=[CH:19]/[CH2:20][CH3:21]>CCO>[C:2]([N:5]1[CH:17]([OH:22])[CH2:18][CH:19]([CH2:20][CH3:21])[C:6]1([C:12]([O:14][CH2:15][CH3:16])=[O:13])[C:7]([O:9][CH2:10][CH3:11])=[O:8])(=[O:4])[CH3:3] |^1:0|. Procedure: Sodium (4.02 g, 0.175 mol) was dissolved in a stirred solution of diethyl acetamidomalonate (235.4 g, 1.19 mol) in abs EtOH (1.4 L) at ambient temperature under argon. The reaction mixture was cooled to 0° C., and trans-2-pentenal (100 g, 1.08 mol) was added dropwise maintaining the reaction temperature at <5° C. After the addition, the reaction was allowed to warm to room temperature, stirred for 4 h, then quenched with acetic acid (28 mL). The solution was concentrated in vacuo, and the residu...